describe an organic reaction: reactants, conditions, products, and yield From a dataset of the Open Reaction Database (ORD), a public repository of structured organic reaction records. Starting materials: NC1=CC=CC=C1 (aniline), C(C)(=O)[O-].[Na+] (sodium acetate), C(#N)C1=C(C=C(C(=C1)OC)OCCCC)N (2-cyano-4-methoxy-5-n-butoxyphenylamine), Cl (hydrochloric acid), N(=O)[O-].[Na+] (sodium nitrite), C(C)(=O)[O-].[Na+] (sodium acetate). Solvent: C(C)O (ethanol), O (water). Run at temperature 0 celsius, time 8 hour. Yields the product C1(=CC=CC=C1)N=NNC1=C(C=C(C(=C1)OCCCC)OC)C#N (1-phenyl-3-(2-cyan-4-methoxy-5-n-butoxyphenyl)triazene). Yield: 47.5%. Reaction SMILES: [C:1]([C:3]1[CH:8]=[C:7]([O:9][CH3:10])[C:6]([O:11][CH2:12][CH2:13][CH2:14][CH3:15])=[CH:5][C:4]=1[NH2:16])#[N:2].Cl.[N:18]([O-])=O.[Na+].C([O-])(=O)C.[Na+].[NH2:27][C:28]1[CH:33]=[CH:32][CH:31]=[CH:30][CH:29]=1>O.C(O)C>[C:28]1([N:27]=[N:18][NH:16][C:4]2[CH:5]=[C:6]([O:11][CH2:12][CH2:13][CH2:14][CH3:15])[C:7]([O:9][CH3:10])=[CH:8][C:3]=2[C:1]#[N:2])[CH:33]=[CH:32][CH:31]=[CH:30][CH:29]=1 |f:2.3,4.5|. Procedure details: 0.22 g (1 mmol) 2-cyano-4-methoxy-5-n-butoxyphenylamine and 3 mL (10 mol/L) hydrochloric acid were added into a round bottom flask. The solution was cooled to 0° C. and diazotized with sodium nitrite (0.072 g, 1 mmol) dissolved in water (1.0 mL), which was added dropwise to the solution. The mixture was stirred to react for 20 min. After adjusting the pH to 5˜6 with sodium acetate, the ethanol solution of aniline (0.093 g, 1 mmol) was added dropwise to the reaction mixture to react for 2 h under... Reactants: NC1=CC=C(C=C1)O (4-aminophenol), ClC=1N(C=C(N1)C1=CC=CC=C1)C (2-chloro-1-methyl-4-phenyl-1H-imidazole), O.C1(=CC=C(C=C1)S(=O)(=O)O)C (p-toluenesulfonic acid monohydrate). Solvent: 2-BuOH. Run at temperature 120 celsius. The product is CN1C(=NC(=C1)C1=CC=CC=C1)NC1=CC=C(C=C1)O (4-(1-methyl-4-phenyl-1H-imidazol-2-ylamino)phenol). Reaction SMILES: [NH2:1][C:2]1[CH:7]=[CH:6][C:5]([OH:8])=[CH:4][CH:3]=1.Cl[C:10]1[N:11]([CH3:21])[CH:12]=[C:13]([C:15]2[CH:20]=[CH:19][CH:18]=[CH:17][CH:16]=2)[N:14]=1.O.C1(C)C=CC(S(O)(=O)=O)=CC=1>>[CH3:21][N:11]1[CH:12]=[C:13]([C:15]2[CH:16]=[CH:17][CH:18]=[CH:19][CH:20]=2)[N:14]=[C:10]1[NH:1][C:2]1[CH:7]=[CH:6][C:5]([OH:8])=[CH:4][CH:3]=1 |f:2.3|. Procedure details: A slurry of 4-aminophenol (0.227 g, 2.08 mmol), 2-chloro-1-methyl-4-phenyl-1H-imidazole (0.400 g, 2.08 mmol), and p-toluenesulfonic acid monohydrate (0.395 g, 2.08 mmol) was heated in 2.5 mL 2-BuOH in a sealed tube to about 110° C. for 24 h. The temperature was increased to about 120° C. and the solution was heated for 24 h. The reaction was cooled and partitioned between 50 mL pH7 buffer and DCM. The aqueous layer was extracted with DCM (3×), and the combined organics were dried over anhydrous ... Reaction SMILES: [Cl:11][C:12](=[O:13])[O:14][c:15]1[cH:16][cH:17][cH:18][cH:19][cH:20]1.[NH2:1][c:2]1[cH:3][cH:4][cH:5][c:6]([C:8]([OH:9])=[O:10])[cH:7]1.[Na+:22].[O:23]1[CH2:24][CH2:25][CH2:26][CH2:27]1.[OH-:21]>>[NH:1]([c:2]1[cH:3][cH:4][cH:5][c:6]([C:8]([OH:9])=[O:10])[cH:7]1)[C:12](=[O:13])[O:14][c:15]1[cH:16][cH:17][cH:18][cH:19][cH:20]1. Reactants: O=C(Cl)Oc1ccccc1, Nc1cccc(C(=O)O)c1, [Na+], C1CCOC1, [OH-]. The product is O=C(Nc1cccc(C(=O)O)c1)Oc1ccccc1. Reactants: Cc1cc(Cl)ccc1N1c2ccccc2N(CCBr)S1(=O)=O, CC1CNCC(C)N1. Yields the product Cc1cc(Cl)ccc1N1c2ccccc2N(CCN2CC(C)NC(C)C2)S1(=O)=O. RXN SMILES: [Br:1][CH2:2][CH2:3][N:4]1[S:5](=[O:21])(=[O:22])[N:6]([c:13]2[c:14]([CH3:20])[cH:15][c:16]([Cl:19])[cH:17][cH:18]2)[c:7]2[c:8]1[cH:9][cH:10][cH:11][cH:12]2.[CH3:23][CH:24]1[NH:25][CH:26]([CH3:30])[CH2:27][NH:28][CH2:29]1>>[CH2:2]([CH2:3][N:4]1[S:5](=[O:21])(=[O:22])[N:6]([c:13]2[c:14]([CH3:20])[cH:15][c:16]([Cl:19])[cH:17][cH:18]2)[c:7]2[c:8]1[cH:9][cH:10][cH:11][cH:12]2)[N:28]1[CH2:27][CH:26]([CH3:30])[NH:25][CH:24]([CH3:23])[CH2:29]1.